This data is from the Open Reaction Database (ORD), a public repository of structured organic reaction records. The task is: describe an organic reaction: reactants, conditions, products, and yield Reactants: ClCl (chlorine), [OH-].[Na+] (Sodium hydroxide), [OH-].[Na+] (sodium hydroxide), SC=1SC2=C(N1)C=CC=C2.[Na] (sodium mercaptobenzothiazole), ClCl (chlorine), 47.5, SC=1SC2=C(N1)C=CC=C2.[Na] (Sodium mercaptobenzothiazole). Product: C=1C=CC2=C(C1)N=C(S2)SSC3=NC=4C=CC=CC4S3 (benzothiazyl disulfide). The yield is 99.4%. As a reaction SMILES: [OH-].[Na+].ClCl.[SH:5][C:6]1[S:7][C:8]2[CH:14]=[CH:13][CH:12]=[CH:11][C:9]=2[N:10]=1.[Na]>>[CH:12]1[CH:13]=[CH:14][C:8]2[S:7][C:6]([S:5][S:5][C:6]3[S:7][C:8]4[CH:14]=[CH:13][CH:12]=[CH:11][C:9]=4[N:10]=3)=[N:10][C:9]=2[CH:11]=1 |f:0.1,3.4,^1:14|. Procedure details: A 55 gal. reactor was filled with 40 gallons sodium mercaptobenzothiazole (9.69 g./100 ml.). The agitator was set at 335 RPM and a Beckman pH combination probe and a Beckman redox combination probe were immersed in the solution. Sodium hydroxide solution, 1.95N, was pumped in at 0.26 gal./min. and vaporized chlorine fed in until the pH was 8.9 and the redox potential was +90 mv. Sodium mercaptobenzothiazole solution (0.69 g./100 ml.) was then pumped in at 25° C. at a rate of 47.5 gal./min. The s... The reactants are C(C)(C)(C)OC(=O)NC1=NC=CN=C1 (2-(tert-butoxycarbonylamino)pyrazine), CN(C)C=O (N,N-dimethylformaldehyde), C(CCC)[Li] (n-butyllithium), CC1(NC(CCC1)(C)C)C (2,2,6,6-tetramethylpiperidine). Solvent: O1CCCC1 (tetrahydrofuran), O1CCCC1 (tetrahydrofuran). Conditions: temperature -70 celsius, time 30 minute. Product: C(C)(C)(C)OC(=O)NC1=NC=CN=C1C=O (2-(tert-butoxycarbonylamino)pyrazine-3-carboxaldehyde). RXN SMILES: C([Li])CCC.CC1(C)CCCC(C)(C)N1.[C:16]([O:20][C:21]([NH:23][C:24]1[CH:29]=[N:28][CH:27]=[CH:26][N:25]=1)=[O:22])([CH3:19])([CH3:18])[CH3:17].CN([CH:33]=[O:34])C>O1CCCC1>[C:16]([O:20][C:21]([NH:23][C:24]1[C:29]([CH:33]=[O:34])=[N:28][CH:27]=[CH:26][N:25]=1)=[O:22])([CH3:19])([CH3:17])[CH3:18]. Procedure: After adding 4 ml of n-butyllithium (2.46 M, n-hexane solution) to a solution of 1.384 g of 2,2,6,6-tetramethylpiperidine in tetrahydrofuran (15 ml) at −20° C. under a nitrogen atmosphere, the mixture was stirred for 30 minutes while cooling on ice. The reaction mixture was cooled to −70° C., and then a solution of 800 mg of 2-(tert-butoxycarbonylamino)pyrazine in tetrahydrofuran (3 ml) was added dropwise, the mixture was stirred for 1 hour, 3 ml of N,N-dimethylformaldehyde was added, and stirri...